This data is from the Open Reaction Database (ORD), a public repository of structured organic reaction records. The task is: describe an organic reaction: reactants, conditions, products, and yield The reactants are COC(=O)C(COCc1ccccc1)NC(=O)C(Cc1ccc(OCc2ccccc2)cc1)NC(=O)C1CCCN1C(=O)C1CCCN1C(=O)C(Cc1c[nH]c2ccccc12)NC(=O)OC(C)(C)C, CO, N. The product is CC(C)(C)OC(=O)NC(Cc1c[nH]c2ccccc12)C(=O)N1CCCC1C(=O)N1CCCC1C(=O)NC(Cc1ccc(OCc2ccccc2)cc1)C(=O)NC(COCc1ccccc1)C(N)=O. Reaction SMILES: [CH3:1][O:2][C:3]([CH:4]([NH:5][C:6]([CH:7]([NH:8][C:9]([CH:10]1[N:11]([C:15]([CH:16]2[N:17]([C:21]([CH:22]([NH:23][C:24](=[O:25])[O:26][C:27]([CH3:28])([CH3:29])[CH3:30])[CH2:31][c:32]3[cH:33][nH:34][c:35]4[cH:36][cH:37][cH:38][cH:39][c:40]34)=[O:41])[CH2:18][CH2:19][CH2:20]2)=[O:42])[CH2:12][CH2:13][CH2:14]1)=[O:43])[CH2:44][c:45]1[cH:46][cH:47][c:48]([O:51][CH2:52][c:53]2[cH:54][cH:55][cH:56][cH:57][cH:58]2)[cH:49][cH:50]1)=[O:59])[CH2:60][O:61][CH2:62][c:63]1[cH:64][cH:65][cH:66][cH:67][cH:68]1)=[O:69].[CH3:71][OH:72].[NH3:70]>>[C:3]([CH:4]([NH:5][C:6]([CH:7]([NH:8][C:9]([CH:10]1[N:11]([C:15]([CH:16]2[N:17]([C:21]([CH:22]([NH:23][C:24](=[O:25])[O:26][C:27]([CH3:28])([CH3:29])[CH3:30])[CH2:31][c:32]3[cH:33][nH:34][c:35]4[cH:36][cH:37][cH:38][cH:39][c:40]34)=[O:41])[CH2:18][CH2:19][CH2:20]2)=[O:42])[CH2:12][CH2:13][CH2:14]1)=[O:43])[CH2:44][c:45]1[cH:46][cH:47][c:48]([O:51][CH2:52][c:53]2[cH:54][cH:55][cH:56][cH:57][cH:58]2)[cH:49][cH:50]1)=[O:59])[CH2:60][O:61][CH2:62][c:63]1[cH:64][cH:65][cH:66][cH:67][cH:68]1)(=[O:69])[NH2:70]. The reactants are ClC=1C=C(C=NC1OC(C)C)OC1=C(C=C(C(=O)N)C=C1)C=1C(=NC=CC1)OC (4-[(5-chloro-6-isopropoxypyridin-3-yl)oxy]-3-(2-methoxypyridin-3-yl)benzamide), C[Si](C)(C)[N-][Si](C)(C)C.[Li+] (lithium bis(trimethylsilyl) amide), [Cl-].[NH4+] (ammonium chloride), CS(=O)(=O)Cl (methanesulfonyl chloride). The solvent is C1CCOC1 (THF). Reaction conditions: time 1 hour. Yields the product ClC=1C=C(C=NC1OC(C)C)OC1=C(C=C(C(=O)NS(=O)(=O)C)C=C1)C=1C(=NC=CC1)OC (4-[(5-Chloro-6-isopropoxypyridin-3-yl)oxy]-3-(2-methoxypyridin-3-yl)-N-(methylsulfonyl)benzamide). Isolated yield 44.5%. RXN SMILES: [Cl:1][C:2]1[CH:3]=[C:4]([O:12][C:13]2[CH:21]=[CH:20][C:16]([C:17]([NH2:19])=[O:18])=[CH:15][C:14]=2[C:22]2[C:23]([O:28][CH3:29])=[N:24][CH:25]=[CH:26][CH:27]=2)[CH:5]=[N:6][C:7]=1[O:8][CH:9]([CH3:11])[CH3:10].C[Si]([N-][Si](C)(C)C)(C)C.[Li+].[CH3:40][S:41](Cl)(=[O:43])=[O:42].[Cl-].[NH4+]>C1COCC1>[Cl:1][C:2]1[CH:3]=[C:4]([O:12][C:13]2[CH:21]=[CH:20][C:16]([C:17]([NH:19][S:41]([CH3:40])(=[O:43])=[O:42])=[O:18])=[CH:15][C:14]=2[C:22]2[C:23]([O:28][CH3:29])=[N:24][CH:25]=[CH:26][CH:27]=2)[CH:5]=[N:6][C:7]=1[O:8][CH:9]([CH3:10])[CH3:11] |f:1.2,4.5|. Procedure details: To a solution of 4-[(5-chloro-6-isopropoxypyridin-3-yl)oxy]-3-(2-methoxypyridin-3-yl)benzamide (Preparation 27, 436 mg, 1.05 mmol) in anhydrous THF (10.0 mL) was added lithium bis(trimethylsilyl) amide (1.0 M in THF, 2.63 mL, 2.63 mmol). The solution was stirred for 30 minutes before the addition of methanesulfonyl chloride (210 uL, 2.63 mmol). The reaction mixture was stirred for 1 hour and then a saturated aqueous solution of ammonium chloride (25 mL) was added to the reaction mixture. The rea... Starting materials: O=C(Cl)c1ccc(F)cc1, Nc1ccccc1C(=O)NCCc1ncc[nH]1. Product: Cl, O=C(Nc1ccccc1C(=O)NCCc1ncc[nH]1)c1ccc(F)cc1. RXN SMILES: [F:18][c:19]1[cH:20][cH:21][c:22]([C:23](=[O:24])[Cl:25])[cH:26][cH:27]1.[NH2:1][c:2]1[c:3]([C:4](=[O:5])[NH:6][CH2:7][CH2:8][c:9]2[nH:10][cH:11][cH:12][n:13]2)[cH:14][cH:15][cH:16][cH:17]1>>[ClH:25].[NH:1]([c:2]1[c:3]([C:4](=[O:5])[NH:6][CH2:7][CH2:8][c:9]2[n:10][cH:11][cH:12][nH:13]2)[cH:14][cH:15][cH:16][cH:17]1)[C:23]([c:22]1[cH:21][cH:20][c:19]([F:18])[cH:27][cH:26]1)=[O:24]. Starting materials: N1C(CC(C1)=O)=O (pyrrolidin-2,4-dione), C1(=C(C=CC=C1)N)N (1,2-phenylenediamine). The solvent is CO (methanol). Yields the product NC1=C(C=CC=C1)NC1=CC(NC1)=O (4-((2-aminophenyl)amino)-3-pyrrolin-2-one). As a reaction SMILES: [NH:1]1[CH2:5][C:4](=O)[CH2:3][C:2]1=[O:7].[C:8]1([NH2:15])[CH:13]=[CH:12][CH:11]=[CH:10][C:9]=1[NH2:14]>CO>[NH2:14][C:9]1[CH:10]=[CH:11][CH:12]=[CH:13][C:8]=1[NH:15][C:4]1[CH2:5][NH:1][C:2](=[O:7])[CH:3]=1. Procedure details: A solution of pyrrolidin-2,4-dione (6.93 g, 70 mmol) produced in step 1 and 1,2-phenylenediamine (7.88 g, 70 mmol) in methanol was stirred at 60° C. for 1 hour. The reaction solution was cooled, and the crystals thus formed were taken by the filtration to synthesize 4-((2-aminophenyl)amino)-3-pyrrolin-2-one (yield: 11.6 g, 87%).